This data is from the Open Reaction Database (ORD), a public repository of structured organic reaction records. The task is: describe an organic reaction: reactants, conditions, products, and yield RXN SMILES: CC(C)(C)C([NH:5][C:6]1[CH:11]=[CH:10][C:9]([CH2:12][O:13][CH2:14][C:15]([F:18])([F:17])[F:16])=[CH:8][N:7]=1)=O.[OH-].[Na+]>>[F:18][C:15]([F:16])([F:17])[CH2:14][O:13][CH2:12][C:9]1[CH:10]=[CH:11][C:6]([NH2:5])=[N:7][CH:8]=1 |f:1.2|. The product is FC(COCC=1C=CC(=NC1)N)(F)F (5-(2,2,2-Trifluoro-ethoxymethyl)-pyridin-2-ylamine). Reported procedure: This material was prepared in analogy to example 86 step B] from 2,2-dimethyl-N-[5-(2,2,2-trifluoro-ethoxymethyl)-pyridin-2-yl]-propionamide (0.56 g) and 3M aqueous NaOH (3.87 mL) as a crystalline white solid (0.123 g). MS (ESI): 207.1 (MH+). The reactants are CC(C(=O)NC1=NC=C(C=C1)COCC(F)(F)F)(C)C (2,2-dimethyl-N-[5-(2,2,2-trifluoro-ethoxymethyl)-pyridin-2-yl]-propionamide), [OH-].[Na+] (NaOH). Starting materials: Cl.N=C1SCS1 (2-imino-1,3-dithietane hydrochloride), ice water, ClC(=O)OC(C)C (isopropyl chloroformate), C(C)(=O)[O-].[Na+] (sodium acetate). The solvent is C1=CC=CC=C1 (benzene). Run at time 1 hour. Product: C(C)(C)OC(=O)N=C1SCS1 (2-Isopropyloxycarbonylimino-1,3-dithietane). RXN SMILES: Cl.[NH:2]=[C:3]1[S:6][CH2:5][S:4]1.Cl[C:8]([O:10][CH:11]([CH3:13])[CH3:12])=[O:9].C([O-])(=O)C.[Na+]>C1C=CC=CC=1>[CH:11]([O:10][C:8]([N:2]=[C:3]1[S:6][CH2:5][S:4]1)=[O:9])([CH3:13])[CH3:12] |f:0.1,3.4|. Procedure details: To a well-stirred mixture of 2.8 g. of 2-imino-1,3-dithietane hydrochloride and 24.5 g. of isopropyl chloroformate was added 3.3 g. of powdered sodium acetate in small portions. After stirring for about one hour, the mixture was diluted with 50 ml. of benzene and stirred another hour. An ice-water mixture was added and mixing continued for two hours. The benzene phase was separated and the water extracted with fresh benzene. After combining and drying the benzene extracts, evaporation left 5.4 g...